This data is from the Open Reaction Database (ORD), a public repository of structured organic reaction records. The task is: describe an organic reaction: reactants, conditions, products, and yield The reactants are BrCC1=C(SC(=C1)C1=CC=C(C=C1)C(F)(F)F)C(=O)OCC (ethyl 3-(bromomethyl)-5-[4-(trifluoromethyl)phenyl]thiophene-2-carboxylate), C1(=CC=CC=C1)O (phenol). Yields the product O(C1=CC=CC=C1)CC1=C(SC(=C1)C1=CC=C(C=C1)C(F)(F)F)CO ({3-(phenoxymethyl)-5-[4-(trifluoromethyl)phenyl]thien-2-yl}methanol). Reaction SMILES: Br[CH2:2][C:3]1[CH:7]=[C:6]([C:8]2[CH:13]=[CH:12][C:11]([C:14]([F:17])([F:16])[F:15])=[CH:10][CH:9]=2)[S:5][C:4]=1[C:18](OCC)=[O:19].[C:23]1([OH:29])[CH:28]=[CH:27][CH:26]=[CH:25][CH:24]=1>>[O:29]([CH2:2][C:3]1[CH:7]=[C:6]([C:8]2[CH:9]=[CH:10][C:11]([C:14]([F:16])([F:15])[F:17])=[CH:12][CH:13]=2)[S:5][C:4]=1[CH2:18][OH:19])[C:23]1[CH:28]=[CH:27][CH:26]=[CH:25][CH:24]=1. Procedure details: Prepared from intermediate 43 and phenol Starting materials: C(C1=CC=CC=C1)C#N (benzyl cyanide), COC(N(C)C)OC (N,N-dimethylformamide dimethyl acetal), intermediate, acetal. The solvent is CO (methanol). Reaction conditions: time 24 hour. The product is C(#N)C(=CN(C)C)C1=CC=CC=C1 (1-cyano-1-phenyl-2-(N,N-dimethylamino)ethene). Isolated yield 77.9%. RXN SMILES: [CH2:1]([C:8]#[N:9])[C:2]1[CH:7]=[CH:6][CH:5]=[CH:4][CH:3]=1.CO[CH:12](OC)[N:13]([CH3:15])[CH3:14]>CO>[C:8]([C:1]([C:2]1[CH:7]=[CH:6][CH:5]=[CH:4][CH:3]=1)=[CH:12][N:13]([CH3:15])[CH3:14])#[N:9]. Procedure details: A stirred solution of 5.1 grams (0.044 mole) of benzyl cyanide and 8.7 grams (0.065 mole) of N,N-dimethylformamide dimethyl acetal in 150 mL of methanol was heated at reflux for about 20 hours. After this time gas chromatographic analysis of the reaction mixture indicated that the reaction was not complete. An additional 3.0 mL of the intermediate acetal (total--0.088 mole) was added, and the heating at reflux was continued an additional 24 hours. After this time the reaction mixture was concent... Starting materials: [BH4-].[Na+] (sodium borohydride), OC1=NC(=NC(=C1)CC(=O)OCC)C (ethyl (4-hydroxy-2-methylpyrimid-6-yl)acetate), [BH4-].[Na+] (sodium borohydride). Run in C(C)(C)O (isopropanol). The product is OC1=NC(=NC(=C1)CCO)C (4-hydroxy-6-(2-hydroxyethyl)-2-methylpyrimidine). Yield: 50.2%. As a reaction SMILES: [OH:1][C:2]1[CH:7]=[C:6]([CH2:8][C:9](OCC)=[O:10])[N:5]=[C:4]([CH3:14])[N:3]=1.[BH4-].[Na+]>C(O)(C)C>[OH:1][C:2]1[CH:7]=[C:6]([CH2:8][CH2:9][OH:10])[N:5]=[C:4]([CH3:14])[N:3]=1 |f:1.2|. Reported procedure: A solution of ethyl (4-hydroxy-2-methylpyrimid-6-yl)acetate (0.38 g.) in isopropanol (10 ml.) was heated under reflux and treated with sodium borohydride (0.2 g.). The mixture was heated under reflux for 4 hours with the addition of two further portions (0.1 g.) of sodium borohydride after 2 and 3 hours. The mixture was evaporated to dryness and the residue was partitioned between water and ether. The aqueous phase was acidifed with HOAc and then extracted with EtOAc in a continuous extractor fo... Starting materials: O[C@@H]1C[C@H](OCC2=CC=CC=C2)C1, Clc1ccc(S(=O)(=O)F)cc1 (4-Chlorobenzenesulfonyl fluoride). Reagents/catalysts: N\2=C1\N(CCCCC1)CCC/2 (DBU). Run in C1CCCO1 (THF), C1CCCO1 (THF). Run at time 48 hour. The product is F[C@@H]1C[C@H](OCC2=CC=CC=C2)C1. The yield is 1.0%.